The task is: describe an organic reaction: reactants, conditions, products, and yield. This data is from the Open Reaction Database (ORD), a public repository of structured organic reaction records. The reactants are IC1=CC(=CC2=C1N(C=N2)C2=CC=CC=C2)C(F)(F)F (7-iodo-1-phenyl-5-trifluoromethylbenzimidazole), N1=CC=C(C=C1)B(O)O (pyridine 4-boronic acid), C(CCO)O (1,3-propanediol), C([O-])([O-])=O.[K+].[K+] (potassium carbonate). Reagents/catalysts: Cl[Pd]([P](C1=CC=CC=C1)(C2=CC=CC=C2)C3=CC=CC=C3)([P](C4=CC=CC=C4)(C5=CC=CC=C5)C6=CC=CC=C6)Cl (bis(triphenylphosphin)palladium dichloride). Solvent: C(OC)COC (dimethoxyethane), O (water). The product is C1(=CC=CC=C1)N1C=NC2=C1C(=CC(=C2)C(F)(F)F)C2=CC=NC=C2 (1-Phenyl-7-(4-pyridyl)-5-trifluoromethylbenzimidazole). As a reaction SMILES: I[C:2]1[C:7]2[N:8]([C:11]3[CH:16]=[CH:15][CH:14]=[CH:13][CH:12]=3)[CH:9]=[N:10][C:6]=2[CH:5]=[C:4]([C:17]([F:20])([F:19])[F:18])[CH:3]=1.[N:21]1[CH:26]=[CH:25][C:24](B(O)O)=[CH:23][CH:22]=1.C(O)CCO.C(=O)([O-])[O-].[K+].[K+]>C(COC)OC.O.Cl[Pd](Cl)([P](C1C=CC=CC=1)(C1C=CC=CC=1)C1C=CC=CC=1)[P](C1C=CC=CC=1)(C1C=CC=CC=1)C1C=CC=CC=1>[C:11]1([N:8]2[C:7]3[C:2]([C:24]4[CH:25]=[CH:26][N:21]=[CH:22][CH:23]=4)=[CH:3][C:4]([C:17]([F:20])([F:19])[F:18])=[CH:5][C:6]=3[N:10]=[CH:9]2)[CH:16]=[CH:15][CH:14]=[CH:13][CH:12]=1 |f:3.4.5,^1:50,69|. Reported procedure: A mixture of 7-iodo-1-phenyl-5-trifluoromethylbenzimidazole (3.0 g, 7.5 mmol), pyridine 4-boronic acid (1.38 g, 11.2 mmol), 1,3-propanediol (2.7 ml, 37.3 mmol), potassium carbonate (5.2 g, 37.3 mmol) and bis(triphenylphosphin)palladium dichloride (200 mg, 0.28 mmol) in a mixture of dimethoxyethane (30 ml) and water (15 ml) was stirred at reflux for 5 days. The cooled reaction mixture was concentrated under reduced pressure, and the concentrate was partitioned between water and ethyl acetate. The... Starting materials: CCOC(CN(CCCCCOCCc1ccccc1)C(=O)CCOCCc1ccccc1)OCC, ClCCl, Cl, C1COCCO1. The product is O=CCN(CCCCCOCCc1ccccc1)C(=O)CCOCCc1ccccc1. Reaction SMILES: [CH2:1]([O:3][CH:4]([O:2][CH2:34][CH3:35])[CH2:5][N:6]([C:7]([CH2:8][CH2:9][O:10][CH2:11][CH2:12][c:13]1[cH:14][cH:15][cH:16][cH:17][cH:18]1)=[O:19])[CH2:20][CH2:21][CH2:22][CH2:23][CH2:24][O:25][CH2:26][CH2:27][c:28]1[cH:29][cH:30][cH:31][cH:32][cH:33]1)[CH3:36].[Cl:38][CH2:39][Cl:40].[ClH:37].[O:41]1[CH2:42][CH2:43][O:44][CH2:45][CH2:46]1>>[O:3]=[CH:4][CH2:5][N:6]([C:7]([CH2:8][CH2:9][O:10][CH2:11][CH2:12][c:13]1[cH:14][cH:15][cH:16][cH:17][cH:18]1)=[O:19])[CH2:20][CH2:21][CH2:22][CH2:23][CH2:24][O:25][CH2:26][CH2:27][c:28]1[cH:29][cH:30][cH:31][cH:32][cH:33]1. Reactants: CC1C(c2cc(F)cc(F)c2F)CC(N(C(=O)[O-])C(C)(C)C)C(=O)N1CC(F)(F)F, CCOC(C)=O, Cl. RXN SMILES: [C:1]([N:5]([C:2](=[O:3])[O-:4])[CH:9]1[C:10](=[O:30])[N:11]([CH2:25][C:26]([F:27])([F:28])[F:29])[CH:12]([CH3:24])[CH:13]([c:15]2[c:16]([F:23])[c:17]([F:22])[cH:18][c:19]([F:21])[cH:20]2)[CH2:14]1)([CH3:6])([CH3:7])[CH3:8].[CH3:32][CH2:33][O:34][C:35]([CH3:36])=[O:37].[ClH:31]>>[ClH:31].[NH2:5][CH:9]1[C:10](=[O:30])[N:11]([CH2:25][C:26]([F:27])([F:28])[F:29])[CH:12]([CH3:24])[CH:13]([c:15]2[c:16]([F:23])[c:17]([F:22])[cH:18][c:19]([F:21])[cH:20]2)[CH2:14]1. Yields the product Cl, CC1C(c2cc(F)cc(F)c2F)CC(N)C(=O)N1CC(F)(F)F. Starting materials: CC1CN(Cc2ccn(C(=O)OC(C)(C)C)n2)CCN1C(=O)OCc1ccccc1, ClCCl, O=C(O)C(F)(F)F. Yields the product CC1CN(Cc2cc[nH]n2)CCN1C(=O)OCc1ccccc1. RXN SMILES: [CH3:1][C:2]([O:3][C:4](=[O:5])[n:8]1[n:9][c:10]([CH2:13][N:14]2[CH2:15][CH:16]([CH3:30])[N:17]([C:20](=[O:21])[O:22][CH2:23][c:24]3[cH:25][cH:26][cH:27][cH:28][cH:29]3)[CH2:18][CH2:19]2)[cH:11][cH:12]1)([CH3:6])[CH3:7].[Cl:38][CH2:39][Cl:40].[F:31][C:32]([F:33])([F:34])[C:35]([OH:36])=[O:37]>>[nH:8]1[n:9][c:10]([CH2:13][N:14]2[CH2:15][CH:16]([CH3:30])[N:17]([C:20](=[O:21])[O:22][CH2:23][c:24]3[cH:25][cH:26][cH:27][cH:28][cH:29]3)[CH2:18][CH2:19]2)[cH:11][cH:12]1. The reactants are CC(C)(C)C1=CC(=C(C=C1)OC)S(=O)(=O)N=CN(C)C (4-(1,1-dimethylethyl)-2-dimethylaminomethyleneaminosulfonylanisole), B(Br)(Br)Br (boron tribromide). Solvent: C(Cl)Cl (methylene chloride). Reaction conditions: time 45 minute. The product is CC(C)(C)C1=CC(=C(C=C1)O)S(=O)(=O)N=CN(C)C (4-(1,1-dimethylethyl)-2-dimethylaminomethyleneaminosulfonylphenol). As a reaction SMILES: [CH3:1][C:2]([C:5]1[CH:10]=[CH:9][C:8]([O:11]C)=[C:7]([S:13]([N:16]=[CH:17][N:18]([CH3:20])[CH3:19])(=[O:15])=[O:14])[CH:6]=1)([CH3:4])[CH3:3].B(Br)(Br)Br>C(Cl)Cl>[CH3:4][C:2]([C:5]1[CH:10]=[CH:9][C:8]([OH:11])=[C:7]([S:13]([N:16]=[CH:17][N:18]([CH3:20])[CH3:19])(=[O:14])=[O:15])[CH:6]=1)([CH3:1])[CH3:3]. Procedure details: 2.98 g (0.01 mol) of 4-(1,1-dimethylethyl)-2-dimethylaminomethyleneaminosulfonylanisole are dissolved in 30 ml of methylene chloride, and 2.75 g (0.011 mol) of boron tribromide are added. The mixture is stirred at room temperature for 45 minutes and then excess boron tribromide is destroyed by cautiously adding methanol. The mixture of solvents is removed in vacuo and the residue is triturated with water. The product results in the form of pale yellowish crystals. Isopropanol is used for recryst... Starting materials: C1CCOC1, COc1ccc(CNC(=O)OC(C)(C)C)cc1, C=CP(=O)(C(C)C)C(C)C, [H-], [Na+]. Product: COc1ccc(CN(CCP(=O)(C(C)C)C(C)C)C(=O)OC(C)(C)C)cc1. RXN SMILES: [CH2:30]1[O:31][CH2:32][CH2:33][CH2:34]1.[CH3:3][O:4][c:5]1[cH:6][cH:7][c:8]([CH2:9][NH:10][C:11]([O:12][C:13]([CH3:14])([CH3:15])[CH3:16])=[O:17])[cH:18][cH:19]1.[CH:20]([CH3:21])([CH3:22])[P:23]([CH:24]=[CH2:25])([CH:26]([CH3:27])[CH3:28])=[O:29].[H-:2].[Na+:1]>>[CH3:3][O:4][c:5]1[cH:6][cH:7][c:8]([CH2:9][N:10]([C:11]([O:12][C:13]([CH3:14])([CH3:15])[CH3:16])=[O:17])[CH2:25][CH2:24][P:23]([CH:20]([CH3:21])[CH3:22])([CH:26]([CH3:27])[CH3:28])=[O:29])[cH:18][cH:19]1. Reactants: ClC1=C(C=O)C=CC=C1[N+](=O)[O-] (2-chloro-3-nitrobenzaldehyde), NC1=NNC=C1 (3-aminopyrazole), O=C(CC(=O)OCC)CCC (ethyl 3-ketohexanoate). The product is ClC1=C(C=CC=C1[N+](=O)[O-])C1C=2C(NC(=C1C(=O)OCC)CCC)=NNC2 (Ethyl 4-(2-chloro-3-nitrophenyl)-4,7-dihydro-6-propyl-2H-pyrazolo[3,4-b]pyridine-5-carboxylate). RXN SMILES: [Cl:1][C:2]1[C:9]([N+:10]([O-:12])=[O:11])=[CH:8][CH:7]=[CH:6][C:3]=1[CH:4]=O.[NH2:13][C:14]1[CH:18]=[CH:17][NH:16][N:15]=1.O=[C:20]([CH2:27][CH2:28][CH3:29])[CH2:21][C:22]([O:24][CH2:25][CH3:26])=[O:23]>>[Cl:1][C:2]1[C:9]([N+:10]([O-:12])=[O:11])=[CH:8][CH:7]=[CH:6][C:3]=1[CH:4]1[C:21]([C:22]([O:24][CH2:25][CH3:26])=[O:23])=[C:20]([CH2:27][CH2:28][CH3:29])[NH:13][C:14]2=[N:15][NH:16][CH:17]=[C:18]12. Reported procedure: To a solution of 2-chloro-3-nitrobenzoic acid (5.0 g) in THF (50 ml) was added borane-tetrahydrofuran complex (1M THF solution, 30 ml) under ice-cooling and the mixture was stirred at room temperature for 24 hours. To the reaction mixture was added a saturated aqueous sodium hydrogencarbonate solution and the mixture was extracted with ethyl acetate. The extract was washed with water and a saturated aqueous sodium chloride solution, and dried over anhydrous magnesium sulfate. The solvent was eva... The reactants are C(C)(=O)OCCCN1CCC(CC1)CO[Si](C1=CC=CC=C1)(C1=CC=CC=C1)C(C)(C)C (3-[4-({[tert-Butyl(diphenyl)silyl]oxy}methyl)piperidin-1-yl]propyl acetate), [F-].C(CCC)[N+](CCCC)(CCCC)CCCC (tetra-n-butylammonium fluoride). The solvent is C1CCOC1 (THF). Run at time 48 hour. Product: C(C)(=O)OCCCN1CCC(CC1)CO (3-[4-(Hydroxymethyl)piperidin-1-yl]propyl acetate). RXN SMILES: [C:1]([O:4][CH2:5][CH2:6][CH2:7][N:8]1[CH2:13][CH2:12][CH:11]([CH2:14][O:15][Si](C(C)(C)C)(C2C=CC=CC=2)C2C=CC=CC=2)[CH2:10][CH2:9]1)(=[O:3])[CH3:2].[F-].C([N+](CCCC)(CCCC)CCCC)CCC>C1COCC1>[C:1]([O:4][CH2:5][CH2:6][CH2:7][N:8]1[CH2:13][CH2:12][CH:11]([CH2:14][OH:15])[CH2:10][CH2:9]1)(=[O:3])[CH3:2] |f:1.2|. Procedure details: 6.38 g (14.06 mmol) of the crude product from Example 26A are dissolved in 108 ml of dry THF, and 4.04 g (15.47 mmol) of tetra-n-butylammonium fluoride are added. The reaction mixture is stirred at RT for 48 h. After removal of the solvent the residue is directly purified chromatographically on silica gel 60 (mobile phase: gradient dichloromethane/ethanol 20:1→1:1). Starting materials: BrC1=CC=C(C=C1)C1(CC1)C1=NN=C2N1CCS[C@@](C2)(C)CO[Si](C)(C)C(C)(C)C ((8R)-3-[1-(4-Bromophenyl)cyclopropyl]-8-({[t-butyl(dimethyl)silyl]oxy}methyl)-8-methyl-5,6,8,9-tetrahydro[1,2,4]triazolo[4,3-d][1,4]thiazepine), C(C)N1N=CC(=C1)B1OC(C)(C)C(C)(C)O1 (1-ethyl-1H-pyrazole-4-boronic acid pinacol ester), C([O-])([O-])=O.[K+].[K+] (potassium carbonate). The solvent is O1CCOCC1 (1,4-dioxane), O (water), C(C)(=O)OCC (ethyl acetate). Reaction conditions: temperature 90 celsius, time 5 hour. The product is [Si](C)(C)(C(C)(C)C)OC[C@]1(CC=2N(CCS1)C(=NN2)C2(CC2)C2=CC=C(C=C2)C=2C=NN(C2)CC)C ((8R)-8-({[Tert-butyl(dimethyl)silyl]oxy}methyl)-3-{1-[4-(1-ethyl-1H-pyrazol-4-yl)phenyl]cyclopropyl}-8-methyl-5,6,8,9-tetrahydro[1,2,4]triazolo[4,3-d][1,4]thiazepine). The yield is 89.1%. As a reaction SMILES: Br[C:2]1[CH:7]=[CH:6][C:5]([C:8]2([C:11]3[N:15]4[CH2:16][CH2:17][S:18][C@:19]([CH2:22][O:23][Si:24]([C:27]([CH3:30])([CH3:29])[CH3:28])([CH3:26])[CH3:25])([CH3:21])[CH2:20][C:14]4=[N:13][N:12]=3)[CH2:10][CH2:9]2)=[CH:4][CH:3]=1.[CH2:31]([N:33]1[CH:37]=[C:36](B2OC(C)(C)C(C)(C)O2)[CH:35]=[N:34]1)[CH3:32].C(=O)([O-])[O-].[K+].[K+]>O1CCOCC1.O.C(OCC)(=O)C>[Si:24]([O:23][CH2:22][C@:19]1([CH3:21])[S:18][CH2:17][CH2:16][N:15]2[C:11]([C:8]3([C:5]4[CH:6]=[CH:7][C:2]([C:36]5[CH:35]=[N:34][N:33]([CH2:31][CH3:32])[CH:37]=5)=[CH:3][CH:4]=4)[CH2:10][CH2:9]3)=[N:12][N:13]=[C:14]2[CH2:20]1)([C:27]([CH3:30])([CH3:29])[CH3:28])([CH3:26])[CH3:25] |f:2.3.4|. Procedure details: The compound (600 mg, 1.18 mmol) obtained in Example 52-1), 1-ethyl-1H-pyrazole-4-boronic acid pinacol ester (314 mg, 1.42 mmol), 1,1′-bis(diphenylphosphino)ferrocene-palladium(II) dichloride-dichloromethane complex (93 mg, 0.12 mmol), and potassium carbonate (489 mg, 3.54 mmol) were dissolved in a mixed solvent of 1,4-dioxane (4 mL) and water (2 mL), and the mixture was stirred at 90° C. for 5 h. The reaction mixture was cooled to room temperature and then diluted with ethyl acetate (200 mL). T... The reactants are Cl.CN1CCN(CC1)C1=NC(=NC(=C1)C1=CC=C2CCNCC2=C1)N (4-(4-methylpiperazin-1-yl)-6-(1,2,3,4-tetrahydroisoquinolin-7-yl)pyrimidin-2-amine HCl salt), FC1=C(C#N)C=CC(=C1)F (2,4-difluorobenzonitrile). The product is NC1=NC(=CC(=N1)C1=CC=C2CCN(CC2=C1)C1=CC(=C(C#N)C=C1)F)N1CCN(CC1)C (4-{7-[2-Amino-6-(4-methylpiperazin-1-yl)pyrimidin-4-yl]-3,4-dihydroisoquinolin-2(1H)-yl}-2-fluorobenzonitrile). As a reaction SMILES: Cl.[CH3:2][N:3]1[CH2:8][CH2:7][N:6]([C:9]2[CH:14]=[C:13]([C:15]3[CH:24]=[C:23]4[C:18]([CH2:19][CH2:20][NH:21][CH2:22]4)=[CH:17][CH:16]=3)[N:12]=[C:11]([NH2:25])[N:10]=2)[CH2:5][CH2:4]1.[F:26][C:27]1[CH:34]=[C:33](F)[CH:32]=[CH:31][C:28]=1[C:29]#[N:30]>>[NH2:25][C:11]1[N:12]=[C:13]([C:15]2[CH:24]=[C:23]3[C:18]([CH2:19][CH2:20][N:21]([C:33]4[CH:32]=[CH:31][C:28]([C:29]#[N:30])=[C:27]([F:26])[CH:34]=4)[CH2:22]3)=[CH:17][CH:16]=2)[CH:14]=[C:9]([N:6]2[CH2:5][CH2:4][N:3]([CH3:2])[CH2:8][CH2:7]2)[N:10]=1 |f:0.1|. Procedure details: This compound was prepared from 4-(4-methylpiperazin-1-yl)-6-(1,2,3,4-tetrahydroisoquinolin-7-yl)pyrimidin-2-amine HCl salt and 2,4-difluorobenzonitrile using procedures analogous to those for Example 14. Analytic LCMS (M+H)+: m/z=444.4.